From a dataset of the Open Reaction Database (ORD), a public repository of structured organic reaction records. describe an organic reaction: reactants, conditions, products, and yield The reactants are ice, COC([C@H]1N(CCC1)C([C@@H](NC1=NC(=NS1)OC)CC(C)C)=O)=O (N-(3-methoxy-[1,2,4]thiadiazol-5-yl)-L-leucyl-L-proline methyl ester), [OH-].[Na+] (sodium hydroxide). Solvent: CO (methanol). Run at time 3 hour. The product is COC1=NSC(=N1)N[C@@H](CC(C)C)C(=O)N1[C@H](C(=O)O)CCC1 (N-(3-methoxy-[1,2,4]thiadiazol-5-yl)-L-leucyl-L-proline). Isolated yield 88.7%. As a reaction SMILES: C[O:2][C:3](=[O:24])[C@@H:4]1[CH2:8][CH2:7][CH2:6][N:5]1[C:9](=[O:23])[C@H:10]([CH2:19][CH:20]([CH3:22])[CH3:21])[NH:11][C:12]1[S:16][N:15]=[C:14]([O:17][CH3:18])[N:13]=1.[OH-].[Na+]>CO>[CH3:18][O:17][C:14]1[N:13]=[C:12]([NH:11][C@H:10]([C:9]([N:5]2[CH2:6][CH2:7][CH2:8][C@H:4]2[C:3]([OH:24])=[O:2])=[O:23])[CH2:19][CH:20]([CH3:22])[CH3:21])[S:16][N:15]=1 |f:1.2|. Procedure details: To an ice-cooled solution of N-(3-methoxy-[1,2,4]thiadiazol-5-yl)-L-leucyl-L-proline methyl ester (0.68 g, 1.91 mmol) in methanol (10 mL) was added a solution of 1 N sodium hydroxide (2.4 mL, 2.4 mmol). The resulting mixture was stirred in ice for 3 h, then at room temperature for 16 h. Volatile materials were removed in vacuo and the residue was dissolved in water (10 mL) and washed with ethyl acetate. The aqueous layer was collected and acidified with 1N HCl solution (pH ca. 5.6) as a volumino... The product is ClC=1C=C(C(=O)NNC(C)(C)C)C=CC1 (1-(3chlorobenzoyl)-2-t-butyl hydrazine). Isolated yield 79.4%. RXN SMILES: Cl.[C:2]([NH:6][NH2:7])([CH3:5])([CH3:4])[CH3:3].O.[OH-].[Na+].[Cl:11][C:12]1[CH:13]=[C:14]([CH:18]=[CH:19][CH:20]=1)[C:15](Cl)=[O:16]>C1(C)C=CC=CC=1>[Cl:11][C:12]1[CH:13]=[C:14]([CH:18]=[CH:19][CH:20]=1)[C:15]([NH:7][NH:6][C:2]([CH3:5])([CH3:4])[CH3:3])=[O:16] |f:0.1,3.4|. The solvent is C1(=CC=CC=C1)C (toluene). Reaction conditions: temperature 0 celsius, time 30 minute. Reported procedure: To a suspension of t-butyl hydrazine hydrochloride (6.2 g, 0.05 mole), water (30 mL) and toluene (60 mL) at 0° C. to 5° C. was added 50% sodium hydroxide (4.0 g, 0.05 mol). To the above reaction mixture was then added, separately and simultaneously, 50% sodium hydroxide (4.0 g, 0.05 mol) and 3-chlorobenzoyl chloride (8.8 g, 0.05 mol) from two dropping funnels. After addition was completed, the reaction mixture was stirred at 0° C. for 30 minutes and room temperature for 30 minutes. The resultant... Starting materials: [OH-].[Na+] (sodium hydroxide), ClC=1C=C(C(=O)Cl)C=CC1 (3-chlorobenzoyl chloride), Cl.C(C)(C)(C)NN (t-butyl hydrazine hydrochloride), O (water), [OH-].[Na+] (sodium hydroxide). Reactants: C(C)(C)(C)OC(=O)NC1=CC=C(C=C1)SC1=C(C=C(C(=O)O)C=C1)NC=1C2=C(N=CN1)N=C(C=C2)C(C)C (4-(4-tert-Butoxycarbonylamino-phenylsulfanyl)-3-(7-isopropyl-pyrido[2,3-d]pyrimidin-4-ylamino)-benzoic acid), N1=CC=C(C=C1)C(C)N ((RS)-1-pyridin-4-yl-ethylamine). The product is C(C)(C)(C)OC(NC1=CC=C(C=C1)SC1=C(C=C(C=C1)C(NC(C)C1=CC=NC=C1)=O)NC=1C2=C(N=CN1)N=C(C=C2)C(C)C)=O ((RS)-{4-[2-(7-Isopropyl-pyrido[2,3-d]pyrimidin-4-ylamino)-4-(1-pyridin-4-yl-ethylcarbamoyl)-phenylsulfanyl]-phenyl}-carbamic acid tert-butyl ester). Yield: 41.0%. Reaction SMILES: [C:1]([O:5][C:6]([NH:8][C:9]1[CH:14]=[CH:13][C:12]([S:15][C:16]2[CH:24]=[CH:23][C:19]([C:20]([OH:22])=O)=[CH:18][C:17]=2[NH:25][C:26]2[C:27]3[CH:35]=[CH:34][C:33]([CH:36]([CH3:38])[CH3:37])=[N:32][C:28]=3[N:29]=[CH:30][N:31]=2)=[CH:11][CH:10]=1)=[O:7])([CH3:4])([CH3:3])[CH3:2].[N:39]1[CH:44]=[CH:43][C:42]([CH:45]([NH2:47])[CH3:46])=[CH:41][CH:40]=1>>[C:1]([O:5][C:6](=[O:7])[NH:8][C:9]1[CH:10]=[CH:11][C:12]([S:15][C:16]2[CH:24]=[CH:23][C:19]([C:20](=[O:22])[NH:47][CH:45]([C:42]3[CH:43]=[CH:44][N:39]=[CH:40][CH:41]=3)[CH3:46])=[CH:18][C:17]=2[NH:25][C:26]2[C:27]3[CH:35]=[CH:34][C:33]([CH:36]([CH3:38])[CH3:37])=[N:32][C:28]=3[N:29]=[CH:30][N:31]=2)=[CH:13][CH:14]=1)([CH3:4])([CH3:2])[CH3:3]. Procedure: According to the procedure in Example 385F, the title compound was prepared using 4-(4-tert-butoxycarbonylamino-phenylsulfanyl)-3-(7-isopropyl-pyrido[2,3-d]pyrimidin-4-ylamino)-benzoic acid (prepared in Example 385E) and (RS)-1-pyridin-4-yl-ethylamine: yield 41%. The reactants are CCOC(=O)N1CCN(C2Cc3cc(Cl)ccc3Sc3ccc(F)cc32)CC1, OCCO, [K+], [OH-], O. Yields the product Fc1ccc2c(c1)C(N1CCNCC1)Cc1cc(Cl)ccc1S2. RXN SMILES: [C:1]([O:2][CH2:3][CH3:4])(=[O:5])[N:6]1[CH2:7][CH2:8][N:9]([CH:12]2[CH2:13][c:14]3[c:15]([cH:24][cH:25][c:26]([Cl:28])[cH:27]3)[S:16][c:17]3[c:18]2[cH:19][c:20]([F:23])[cH:21][cH:22]3)[CH2:10][CH2:11]1.[CH2:29]([OH:30])[CH2:31][OH:32].[K+:34].[OH-:33].[OH2:35]>>[NH:6]1[CH2:7][CH2:8][N:9]([CH:12]2[CH2:13][c:14]3[c:15]([cH:24][cH:25][c:26]([Cl:28])[cH:27]3)[S:16][c:17]3[c:18]2[cH:19][c:20]([F:23])[cH:21][cH:22]3)[CH2:10][CH2:11]1.